This data is from the Open Reaction Database (ORD), a public repository of structured organic reaction records. The task is: describe an organic reaction: reactants, conditions, products, and yield Reactants: O=C(O)c1ccccc1Nc1ccnc2cc(Br)ccc12, CCN(CC)C1CCNCC1, [Cl-]. Product: CCN(CC)C1CCN(C(=O)c2ccccc2Nc2ccnc3cc(Br)ccc23)CC1. As a reaction SMILES: [Br:1][c:2]1[cH:3][cH:4][c:5]2[c:6]([NH:12][c:13]3[c:14]([C:15](=[O:16])[OH:17])[cH:18][cH:19][cH:20][cH:21]3)[cH:7][cH:8][n:9][c:10]2[cH:11]1.[CH2:23]([CH3:24])[N:25]([CH:26]1[CH2:27][CH2:28][NH:29][CH2:30][CH2:31]1)[CH2:32][CH3:33].[Cl-:22]>>[Br:1][c:2]1[cH:3][cH:4][c:5]2[c:6]([NH:12][c:13]3[c:14]([C:15](=[O:17])[N:29]4[CH2:28][CH2:27][CH:26]([N:25]([CH2:23][CH3:24])[CH2:32][CH3:33])[CH2:31][CH2:30]4)[cH:18][cH:19][cH:20][cH:21]3)[cH:7][cH:8][n:9][c:10]2[cH:11]1.